Task: describe an organic reaction: reactants, conditions, products, and yield. Dataset: the Open Reaction Database (ORD), a public repository of structured organic reaction records Reactants: C1(=CC=C(C=C1)C(=O)N1[C@@H](CC(C1)=O)C(=O)NCC(C1=CC=CC=C1)O)C1=CC=CC=C1 ((2S)-1-([1,1′-biphenyl]-4-ylcarbonyl)-N-[(2RS)-2-hydroxy-2-phenylethyl]-4-oxo-2-pyrrolidinecarboxamide), CN(N)C (N,N-dimethylhydrazine). Product: C1(=CC=C(C=C1)C(=O)N1[C@@H](CC(C1)=NN(C)C)C(=O)NCC(C1=CC=CC=C1)O)C1=CC=CC=C1 ((2S,4EZ)-1-([1,1′-biphenyl]-4-ylcarbonyl)-4-(dimethylhydrazono)-N-[(2RS)-2-hydroxy-2-phenylethyl]-2-pyrrolidinecarboxamide). Yield: 56.0%. RXN SMILES: [C:1]1([C:27]2[CH:32]=[CH:31][CH:30]=[CH:29][CH:28]=2)[CH:6]=[CH:5][C:4]([C:7]([N:9]2[CH2:13][C:12](=O)[CH2:11][C@H:10]2[C:15]([NH:17][CH2:18][CH:19]([OH:26])[C:20]2[CH:25]=[CH:24][CH:23]=[CH:22][CH:21]=2)=[O:16])=[O:8])=[CH:3][CH:2]=1.[CH3:33][N:34]([CH3:36])[NH2:35]>>[C:1]1([C:27]2[CH:32]=[CH:31][CH:30]=[CH:29][CH:28]=2)[CH:2]=[CH:3][C:4]([C:7]([N:9]2[CH2:13][C:12](=[N:35][N:34]([CH3:36])[CH3:33])[CH2:11][C@H:10]2[C:15]([NH:17][CH2:18][CH:19]([OH:26])[C:20]2[CH:25]=[CH:24][CH:23]=[CH:22][CH:21]=2)=[O:16])=[O:8])=[CH:5][CH:6]=1. Reported procedure: Following the general method as outlined in Example 17, starting from (2S)-1-([1,1′-biphenyl]-4-ylcarbonyl)-N-[(2RS)-2-hydroxy-2-phenylethyl]-4-oxo-2-pyrrolidinecarboxamide and N,N-dimethylhydrazine, the resultant crude reaction mixture was purified by column chromatography using DCM/MeOH (30:1) to collect the desired product, e.g. (2S,4EZ)-1-([1,1′-biphenyl]-4-ylcarbonyl)-4-(dimethylhydrazono)-N-[(2RS)-2-hydroxy-2-phenylethyl]-2-pyrrolidinecarboxamide as a mixture of two isomers as a light yell... Reactants: OC1=NC(=CC(=N1)O)C (2,4-dihydroxy-6-methyl-pyrimidine), P(=O)(Cl)(Cl)Cl (phosphorous oxychloride), CCN(CC)C=1C=CC=CC1 (diethylaniline), P(=O)(Cl)(Cl)Cl (phosphorous oxychloride), [OH-].[Na+] (NaOH), [Na+].[Cl-] (NaCl). Product: ClC1=NC(=CC(=N1)Cl)C (2,4-Dichloro-6-methyl-pyrimidine). Reaction SMILES: O[C:2]1[N:7]=[C:6](O)[CH:5]=[C:4]([CH3:9])[N:3]=1.P(Cl)(Cl)([Cl:12])=O.CCN(C1C=CC=CC=1)CC.[OH-].[Na+].[Na+].[Cl-:29]>>[Cl:29][C:2]1[N:7]=[C:6]([Cl:12])[CH:5]=[C:4]([CH3:9])[N:3]=1 |f:3.4,5.6|. Procedure details: 45 g (0.36 M) of 2,4-dihydroxy-6-methyl-pyrimidine have been treated with phosphorous oxychloride in the presence of diethylaniline. After having been refluxed during 3 hours the reaction mixture was cooled and the excess of phosphorous oxychloride was decomposed over ice, then the mixture was neutralized with NaOH, saturated with a NaCl solution and extracted with ether. By separation and evaporation of the ethereal extracts there was obtained a residue which was distilled to yield 57 g of the ... Product: ICCCCCCOc1ccc(C2=C(c3ccccc3)CCCc3cc(OC4CCCCO4)ccc32)cc1. Reactants: ClCCCCCCOc1ccc(C2=C(c3ccccc3)CCCc3cc(OC4CCCCO4)ccc32)cc1, [I-], [Na+]. Reaction SMILES: [Cl:1][CH2:2][CH2:3][CH2:4][CH2:5][CH2:6][CH2:7][O:8][c:9]1[cH:10][cH:11][c:12]([C:15]2=[C:16]([c:33]3[cH:34][cH:35][cH:36][cH:37][cH:38]3)[CH2:17][CH2:18][CH2:19][c:20]3[c:21]2[cH:22][cH:23][c:24]([O:26][CH:27]2[O:28][CH2:29][CH2:30][CH2:31][CH2:32]2)[cH:25]3)[cH:13][cH:14]1.[I-:40].[Na+:39]>>[CH2:2]([CH2:3][CH2:4][CH2:5][CH2:6][CH2:7][O:8][c:9]1[cH:10][cH:11][c:12]([C:15]2=[C:16]([c:33]3[cH:34][cH:35][cH:36][cH:37][cH:38]3)[CH2:17][CH2:18][CH2:19][c:20]3[c:21]2[cH:22][cH:23][c:24]([O:26][CH:27]2[O:28][CH2:29][CH2:30][CH2:31][CH2:32]2)[cH:25]3)[cH:13][cH:14]1)[I:40]. The reactants are hexanes ethyl acetate, FC1=NC=NC(=C1)OC=1C=C(C=CC1)C(F)(F)F (4-fluoro-6-[(α,α,α-trifluoro-m-tolyl)oxy]pyrimidine), FC(C1=CC(=CC=C1[N+](=O)[O-])O)(F)F (α,α,α-trifluoro-4-nitro-m-cresol), C([O-])([O-])=O.[K+].[K+] (potassium carbonate), CN(C=O)C (N,N-dimethylformamide), O (water). Product: FC(C1=CC(=C(C=C1)[N+](=O)[O-])OC1=NC=NC(=C1)OC=1C=C(C=CC1)C(F)(F)F)(F)F.FC1=NC=NC(=C1)F (4-[(α,α,α-Trifluoro-4-nitro-m-tolyl)oxy]-6-[(α,α,α-trifluoro-m-tolyl)oxy]pyrimidine 4,6-Difluoropyrimidine). Yield: 71.0%. RXN SMILES: [F:1][C:2]1[CH:7]=[C:6]([O:8][C:9]2[CH:10]=[C:11]([C:15]([F:18])([F:17])[F:16])[CH:12]=[CH:13][CH:14]=2)[N:5]=[CH:4][N:3]=1.[F:19][C:20]([F:32])([F:31])[C:21]1[C:26]([N+]([O-])=O)=[CH:25]C=[C:23]([OH:30])[CH:22]=1.C(=O)([O-])[O-:34].[K+].[K+].[OH2:39].C[N:41]([CH3:44])C=O>>[F:19][C:20]([F:31])([F:32])[C:21]1[CH:26]=[CH:25][C:44]([N+:41]([O-:34])=[O:39])=[C:23]([O:30][C:2]2[CH:7]=[C:6]([O:8][C:9]3[CH:10]=[C:11]([C:15]([F:18])([F:17])[F:16])[CH:12]=[CH:13][CH:14]=3)[N:5]=[CH:4][N:3]=2)[CH:22]=1.[F:19][C:6]1[CH:7]=[C:2]([F:1])[N:3]=[CH:4][N:5]=1 |f:2.3.4,7.8|. Procedure: A mixture of 4-fluoro-6-[(α,α,α-trifluoro-m-tolyl)oxy]pyrimidine (87.4 g, 0.34 mol), α,α,α-trifluoro-4-nitro-m-cresol (84.9 g, 0.41 mol) and potassium carbonate (55 g, 0.40 mol) in N,N-dimethylformamide (1 L) is stirred at room temperature until the reaction is complete by thin layer chromatography analysis (8:1 hexanes/ethyl acetate). The reaction mixture is then poured into water and the resultant aqueous mixture is extracted with diethyl ether. The organic extract is dried over anhydrous magn... Starting materials: COc1ccc(C2=NN(C3CCNCC3)C(=O)C2(C)C)cc1OC, O=C(O)c1ccc(OC(F)F)c(OCC2CC2)c1. Product: COc1ccc(C2=NN(C3CCN(C(=O)c4ccc(OC(F)F)c(OCC5CC5)c4)CC3)C(=O)C2(C)C)cc1OC. Reaction SMILES: [CH3:1][O:2][c:3]1[cH:4][c:5]([C:11]2=[N:15][N:14]([CH:16]3[CH2:17][CH2:18][NH:19][CH2:20][CH2:21]3)[C:13](=[O:22])[C:12]2([CH3:23])[CH3:24])[cH:6][cH:7][c:8]1[O:9][CH3:10].[CH:25]1([CH2:28][O:29][c:30]2[cH:31][c:32]([C:33](=[O:34])[OH:35])[cH:36][cH:37][c:38]2[O:39][CH:40]([F:41])[F:42])[CH2:26][CH2:27]1>>[CH3:1][O:2][c:3]1[cH:4][c:5]([C:11]2=[N:15][N:14]([CH:16]3[CH2:17][CH2:18][N:19]([C:33]([c:32]4[cH:31][c:30]([O:29][CH2:28][CH:25]5[CH2:26][CH2:27]5)[c:38]([O:39][CH:40]([F:41])[F:42])[cH:37][cH:36]4)=[O:34])[CH2:20][CH2:21]3)[C:13](=[O:22])[C:12]2([CH3:23])[CH3:24])[cH:6][cH:7][c:8]1[O:9][CH3:10]. Reactants: C(=C)C=1C=CC(=C(C(=O)OC(C)C)C1)O (Isopropyl 5-ethenyl-2-hydroxybenzoate), IC1=CC=C(C=C1)S(=O)(=O)NC1=NC=CC=C1 (4-iodo-N-(2-pyridinyl)benzenesulfonamide). Yields the product OC1=C(C(=O)O)C=C(C=C1)C=CC1=CC=C(C=C1)S(=O)(=O)NC1=NC=CC=C1 (2-Hydroxy-5-[2-[4-[(2-pyridinylamino)sulfonyl]phenyl]ethenyl]benzoic acid). Isolated yield 40.0%. As a reaction SMILES: [CH:1]([C:3]1[CH:4]=[CH:5][C:6]([OH:15])=[C:7]([CH:14]=1)[C:8]([O:10]C(C)C)=[O:9])=[CH2:2].I[C:17]1[CH:22]=[CH:21][C:20]([S:23]([NH:26][C:27]2[CH:32]=[CH:31][CH:30]=[CH:29][N:28]=2)(=[O:25])=[O:24])=[CH:19][CH:18]=1>>[OH:15][C:6]1[CH:5]=[CH:4][C:3]([CH:1]=[CH:2][C:17]2[CH:18]=[CH:19][C:20]([S:23]([NH:26][C:27]3[CH:32]=[CH:31][CH:30]=[CH:29][N:28]=3)(=[O:25])=[O:24])=[CH:21][CH:22]=2)=[CH:14][C:7]=1[C:8]([OH:10])=[O:9]. Procedure details: Isopropyl 5-ethenyl-2-hydroxybenzoate was reacted with 4-iodo-N-(2-pyridinyl)benzenesulfonamide similarly to the procedure of Example 5c. After the reaction, the solvent was evaporated, toluene was added and the suspension filtered and washed with toluene. After drying on the filter and washing with water the material was hydrolyzed and precipitated similarly to the procedure of Example 3c. Yield 40% Reactants: O=C([O-])[O-], CCOC(=O)C(C)(Cc1ccc(O)cc1)Oc1ccccc1, Cc1ccc(S(=O)(=O)OCCc2nc(-c3cccc(-c4ccsc4)c3)oc2C)cc1, CCOC(C)=O, [Cs+], [Cs+], CN(C)C=O. Yields the product CCOC(=O)C(C)(Cc1ccc(OCCc2nc(-c3cccc(-c4ccsc4)c3)oc2C)cc1)Oc1ccccc1. RXN SMILES: [C:53](=[O:54])([O-:55])[O-:56].[CH2:1]([CH3:2])[O:3][C:4]([C:5]([CH2:6][c:7]1[cH:8][cH:9][c:10]([OH:13])[cH:11][cH:12]1)([O:14][c:15]1[cH:16][cH:17][cH:18][cH:19][cH:20]1)[CH3:21])=[O:22].[CH3:23][c:24]1[c:25]([CH2:40][CH2:41][O:42][S:43]([c:44]2[cH:45][cH:46][c:47]([CH3:48])[cH:49][cH:50]2)(=[O:51])=[O:52])[n:26][c:27](-[c:29]2[cH:30][c:31](-[c:35]3[cH:36][s:37][cH:38][cH:39]3)[cH:32][cH:33][cH:34]2)[o:28]1.[CH3:64][CH2:65][O:66][C:67](=[O:68])[CH3:69].[Cs+:57].[Cs+:58].[O:59]=[CH:60][N:61]([CH3:62])[CH3:63]>>[CH2:1]([CH3:2])[O:3][C:4]([C:5]([CH2:6][c:7]1[cH:8][cH:9][c:10]([O:13][CH2:41][CH2:40][c:25]2[c:24]([CH3:23])[o:28][c:27](-[c:29]3[cH:30][c:31](-[c:35]4[cH:36][s:37][cH:38][cH:39]4)[cH:32][cH:33][cH:34]3)[n:26]2)[cH:11][cH:12]1)([O:14][c:15]1[cH:16][cH:17][cH:18][cH:19][cH:20]1)[CH3:21])=[O:22]. Starting materials: CCOC(=O)C1(NC(=O)OC(C)(C)C)CC1CCO, ClCCl. Yields the product CCOC(=O)C1(NC(=O)OC(C)(C)C)CC1CC=O. As a reaction SMILES: [C:1]([CH3:2])([CH3:3])([CH3:4])[O:5][C:6](=[O:7])[NH:8][C:9]1([C:15](=[O:16])[O:17][CH2:18][CH3:19])[CH:10]([CH2:12][CH2:13][OH:14])[CH2:11]1.[Cl:20][CH2:21][Cl:22]>>[C:1]([CH3:2])([CH3:3])([CH3:4])[O:5][C:6](=[O:7])[NH:8][C:9]1([C:15](=[O:16])[O:17][CH2:18][CH3:19])[CH:10]([CH2:12][CH:13]=[O:14])[CH2:11]1. The reactants are BrC=1C=C(C=CC1C)C(CCNC(C(F)(F)F)=O)O (N-(3-(3-Bromo-4-methylphenyl)-3-hydroxypropyl)-2,2,2-trifluoroacetamide), C(#C)C(CCC)(CCC)O (4-ethynylheptan-4-ol). Product: FC(C(=O)NCCC(C1=CC(=C(C=C1)C)C#CC(CCC)(CCC)O)O)(F)F (2,2,2-trifluoro-N-(3-hydroxy-3-(3-(3-hydroxy-3-propylhex-1-ynyl)-4-methylphenyl)propyl)acetamide). RXN SMILES: Br[C:2]1[CH:3]=[C:4]([CH:9]([OH:19])[CH2:10][CH2:11][NH:12][C:13](=[O:18])[C:14]([F:17])([F:16])[F:15])[CH:5]=[CH:6][C:7]=1[CH3:8].[C:20]([C:22]([OH:29])([CH2:26][CH2:27][CH3:28])[CH2:23][CH2:24][CH3:25])#[CH:21]>>[F:15][C:14]([F:17])([F:16])[C:13]([NH:12][CH2:11][CH2:10][CH:9]([OH:19])[C:4]1[CH:5]=[CH:6][C:7]([CH3:8])=[C:2]([C:21]#[C:20][C:22]([OH:29])([CH2:26][CH2:27][CH3:28])[CH2:23][CH2:24][CH3:25])[CH:3]=1)=[O:18]. Procedure details: N-(3-(3-Bromo-4-methylphenyl)-3-hydroxypropyl)-2,2,2-trifluoroacetamide was coupled with 4-ethynylheptan-4-ol to give 2,2,2-trifluoro-N-(3-hydroxy-3-(3-(3-hydroxy-3-propylhex-1-ynyl)-4-methylphenyl)propyl)acetamide as a yellow oil. Yield (0.286 g, 28%): 1H NMR (400 MHz, DMSO-d6) δ 9.31 (t, J=5.2 Hz, 1H), 7.27 (s, 1H), 7.18 (d, J=7.6 Hz, 1H), 7.16 (dd, J=7.6, 1.8 Hz, 1H), 5.30 (d, J=4.8 Hz, 1H), 5.10 (s, 1H), 4.54-4.50 (m, 1H), 3.25-3.14 (m, 2H), 2.30 (s, 3H), 1.78-1.72 (m, 2H), 1.63-1.36 (m, 8H)... Reactants: NC1CN(C2=CC=CC=C2C1)C(C1=CC=C(C=C1)NC(C1=CC(=CC(=C1)Cl)Cl)=O)=O (3-amino-1-[4-(3,5-dichlorobenzoylamino)benzoyl]-1,2,3,4-tetrahydroquinoline), C(C)(=O)OC(C)=O (acetic anhydride). The solvent is ClCCl (dichloromethane). Conditions: time 1 hour. The product is C(C)(=O)NC1CN(C2=CC=CC=C2C1)C(C1=CC=C(C=C1)NC(C1=CC(=CC(=C1)Cl)Cl)=O)=O (3-acetylamino-1-[4-(3,5-dichlorobenzoylamino)benzoyl]-1,2,3,4-tetrahydroquinoline). Isolated yield 62.2%. As a reaction SMILES: [NH2:1][CH:2]1[CH2:11][C:10]2[C:5](=[CH:6][CH:7]=[CH:8][CH:9]=2)[N:4]([C:12](=[O:30])[C:13]2[CH:18]=[CH:17][C:16]([NH:19][C:20](=[O:29])[C:21]3[CH:26]=[C:25]([Cl:27])[CH:24]=[C:23]([Cl:28])[CH:22]=3)=[CH:15][CH:14]=2)[CH2:3]1.[C:31](OC(=O)C)(=[O:33])[CH3:32]>ClCCl>[C:31]([NH:1][CH:2]1[CH2:11][C:10]2[C:5](=[CH:6][CH:7]=[CH:8][CH:9]=2)[N:4]([C:12](=[O:30])[C:13]2[CH:14]=[CH:15][C:16]([NH:19][C:20](=[O:29])[C:21]3[CH:26]=[C:25]([Cl:27])[CH:24]=[C:23]([Cl:28])[CH:22]=3)=[CH:17][CH:18]=2)[CH2:3]1)(=[O:33])[CH3:32]. Procedure details: To 3-amino-1-[4-(3,5-dichlorobenzoylamino)benzoyl]-1,2,3,4-tetrahydroquinoline (0.44 g) are added dichloromethane (5 ml) and acetic anhydride (0.12 g) and the mixture is stirred for 1 hour. The reaction mixture is concentrated and the resulting residue is purified by silica gel column chromatography (eluent; dichloromethane→dichloromethane:methanol=50:1) to give 3-acetylamino-1-[4-(3,5-dichlorobenzoylamino)benzoyl]-1,2,3,4-tetrahydroquinoline (0.3 g) as colorless amorphous.